From a dataset of the Open Reaction Database (ORD), a public repository of structured organic reaction records. describe an organic reaction: reactants, conditions, products, and yield Starting materials: CS(=O)(=O)C=1N=CC2=C(N1)SC=C2 (2-methanesulfonyl-thieno[2,3-d]pyrimidine), NC1CCOCC1 (4-aminotetrahydropyran), CN1C(CCC1)=O (1-methyl-2-pyrolidinone). The yield is 72.9%. Product: O1CCC(CC1)NC=1N=CC2=C(N1)SC=C2 ((Tetrahydropyran-4-yl)-thieno[2,3-d]pyrimidin-2-yl-amine). Reaction conditions: temperature 100 celsius, time 7 hour. RXN SMILES: CS([C:5]1[N:6]=[CH:7][C:8]2[CH:13]=[CH:12][S:11][C:9]=2[N:10]=1)(=O)=O.[NH2:14][CH:15]1[CH2:20][CH2:19][O:18][CH2:17][CH2:16]1.CN1CCCC1=O>C(OCC)(=O)C.O>[O:18]1[CH2:19][CH2:20][CH:15]([NH:14][C:5]2[N:6]=[CH:7][C:8]3[CH:13]=[CH:12][S:11][C:9]=3[N:10]=2)[CH2:16][CH2:17]1. Run in C(C)(=O)OCC (ethyl acetate), O (water). Reported procedure: A mixture of 2-methanesulfonyl-thieno[2,3-d]pyrimidine (1.58 g, 7.37 mmol), 4-aminotetrahydropyran (2.24 g, 3 eq) and 1-methyl-2-pyrolidinone (2 mL) was heated to 100° C. with stirring for about 7 hours and continued heating at 80° C. overnight. The reaction mixture was cooled to room temperature and diluted with ethyl acetate (180 mL)/water (60 mL). The layers were separated, and the organic layer was washed successively with water (4×60 mL) and brine (1×60 mL). The organic layer was then dried... The reactants are [N+](=O)([O-])C=1C=C(C=C(C1)[N+](=O)[O-])OC (3,5-dinitroanisole), CS[Si](C)(C)C (methylthiotrimethylsilane), C([O-])([O-])=O.[Cs+].[Cs+] (cesium carbonate). Solvent: CS(=O)C (dimethylsulfoxide), O (water), C(C)(=O)OCC (ethyl acetate). Run at temperature 90 celsius, time 15 hour. Yields the product COC1=CC(=CC(=C1)[N+](=O)[O-])SC (1-methoxy-3-methylsulfanyl-5-nitro-benzene). The yield is 28.6%. As a reaction SMILES: [N+:1]([C:4]1[CH:5]=[C:6]([O:13][CH3:14])[CH:7]=[C:8]([N+]([O-])=O)[CH:9]=1)([O-:3])=[O:2].[CH3:15][S:16][Si](C)(C)C.C(=O)([O-])[O-].[Cs+].[Cs+]>CS(C)=O.O.C(OCC)(=O)C>[CH3:14][O:13][C:6]1[CH:5]=[C:4]([N+:1]([O-:3])=[O:2])[CH:9]=[C:8]([S:16][CH3:15])[CH:7]=1 |f:2.3.4|. Procedure details: To a solution of 3,5-dinitroanisole (5.0 g, 25.23 mmol) in dimethylsulfoxide (50 mL) were added methylthiotrimethylsilane (4.86 g, 40.37 mmol) and cesium carbonate (16.61 g, 50.46 mmol) at room temperature. The resulting dark green solution was stirred for 15 h at this temperature. Then, the reaction mixture was heated to 90° C. and the resulting brown mixture was stirred for another 5 h at which time TLC analysis of the mixture indicated the absence of starting material. The reaction mixture wa... Starting materials: CC1=C(N=C(O1)C1=CC=CC=C1)COC1=NOC(=C1)COC1=NC=CC=C1CC#N (2-[2-[[3-[(5-methyl-2-phenyl-4-oxazolyl)methoxy]-5-isoxazolyl]methoxy]-3-pyridyl]acetonitrile), Cl (hydrochloric acid), [OH-].[Na+] (sodium hydroxide), C(C)O (ethanol), O (Water). The product is CC1=C(N=C(O1)C1=CC=CC=C1)COC1=NOC(=C1)COC1=NC=CC=C1CC(=O)O (2-[2-[[3-[(5-methyl-2-phenyl-4-oxazolyl)methoxy]-5-isoxazolyl]methoxy]-3-pyridyl]acetic acid). Yield: 77.0%. RXN SMILES: [CH3:1][C:2]1[O:6][C:5]([C:7]2[CH:12]=[CH:11][CH:10]=[CH:9][CH:8]=2)=[N:4][C:3]=1[CH2:13][O:14][C:15]1[CH:19]=[C:18]([CH2:20][O:21][C:22]2[C:27]([CH2:28][C:29]#N)=[CH:26][CH:25]=[CH:24][N:23]=2)[O:17][N:16]=1.[OH-:31].[Na+].C(O)C.Cl.[OH2:37]>>[CH3:1][C:2]1[O:6][C:5]([C:7]2[CH:8]=[CH:9][CH:10]=[CH:11][CH:12]=2)=[N:4][C:3]=1[CH2:13][O:14][C:15]1[CH:19]=[C:18]([CH2:20][O:21][C:22]2[C:27]([CH2:28][C:29]([OH:37])=[O:31])=[CH:26][CH:25]=[CH:24][N:23]=2)[O:17][N:16]=1 |f:1.2|. Procedure details: A mixture of 2-[2-[[3-[(5-methyl-2-phenyl-4-oxazolyl)methoxy]-5-isoxazolyl]methoxy]-3-pyridyl]acetonitrile (1.02 g), a 2N aqueous sodium hydroxide solution (10 mL) and ethanol (20 mL) was heated under reflux for 5 hrs. Water was added to the reaction mixture, and the mixture was neutralized with 2N hydrochloric acid and extracted with ethyl acetate. The organic layer was washed with water, dried over anhydrous magnesium sulfate and concentrated to give crystals (820 mg, 77%) of 2-[2-[[3-[(5-meth... Reactants: O=C1OC2=C(N1C1CCNCC1)C=CC=C2 (4-(2-oxo-3-benzoxazolinyl)-piperidine), OCCCCN1S(C2=C(C1=O)C=C(C=C2)C(C)C)(=O)=O (2-(4-hydroxybutyl)-1,1-dioxido-5-(2-propyl)-1,2-benzothiazol-3(2H)-one). Solvent: CC(=O)OCC (CH3CO2CH2CH3). Product: O=S1(N(C(C2=C1C=CC(=C2)C(C)C)=O)CCCCN2CCC(CC2)N2C(OC1=C2C=CC=C1)=O)=O (1,1-Dioxido-2-(4-(4-(2-oxo-3-benzoxazolinyl)-piperidin-1-yl)-butyl)-5-(2-propyl)-1,2-benzothiazol-3(2H)-one). Reaction SMILES: [O:1]=[C:2]1[N:6]([CH:7]2[CH2:12][CH2:11][NH:10][CH2:9][CH2:8]2)[C:5]2[CH:13]=[CH:14][CH:15]=[CH:16][C:4]=2[O:3]1.O[CH2:18][CH2:19][CH2:20][CH2:21][N:22]1[C:26](=[O:27])[C:25]2[CH:28]=[C:29]([CH:32]([CH3:34])[CH3:33])[CH:30]=[CH:31][C:24]=2[S:23]1(=[O:36])=[O:35]>CC(OCC)=O>[O:35]=[S:23]1(=[O:36])[C:24]2[CH:31]=[CH:30][C:29]([CH:32]([CH3:34])[CH3:33])=[CH:28][C:25]=2[C:26](=[O:27])[N:22]1[CH2:21][CH2:20][CH2:19][CH2:18][N:10]1[CH2:9][CH2:8][CH:7]([N:6]2[C:5]3[CH:13]=[CH:14][CH:15]=[CH:16][C:4]=3[O:3][C:2]2=[O:1])[CH2:12][CH2:11]1. Reported procedure: From 4-(2-oxo-3-benzoxazolinyl)-piperidine and 2-(4-hydroxybutyl)-1,1-dioxido-5-(2-propyl)-1,2-benzothiazol-3(2H)-one using the procedure described for Example 66, Steps 4-6 there was obtained a white solid: 1H NMR (400 MHz, CDCl3) 7.9 (s, 1H), 7.8 (d, 1H), 7.7 (d, 1H), 7.3 (m, 1H), 7.2-7.0 (br m, 3H), 4.2 (m, 1H), 3.8 (m, 2H), 3.1 (m, 3H), 2.7-2.5 (br m, 2H), 2.1 (m, 2H), 2.0-1.8 (br m, 4H), 1.7-1.6 (m, 4H), 1.35 (d, 6H) Analysis calculated for C25H30 N3O6S·HCl·1.6 CH3CO2CH2CH3 C: 57.64, H: 6.6...